Dataset: the Open Reaction Database (ORD), a public repository of structured organic reaction records. Task: describe an organic reaction: reactants, conditions, products, and yield Reactants: ClC1=NC=CC(=N1)C1=CC=2C(N(CC3(C2N1)CCN(CC3)C(=O)OC(C)(C)C)CC3=CC=C(C=C3)OC)=O (tert-butyl 2′-(2-chloropyrimidin-4-yl)-5′(4-methoxybenzyl)-4′-oxo-1′,4′,5′,6′-tetrahydrospiro[piperidine-4,7′-pyrrolo[3,2-c]pyridine]-1-carboxylate), C(CCC)[Sn](C=1SC=CN1)(CCCC)CCCC (2-(tributylstannyl)thiazole). Product: S1C(=NC=C1)C1=NC=CC(=N1)C1=CC=2C(NCC3(C2N1)CCNCC3)=O (2′-(2-(thiazol-2-yl)pyrimidin-4-yl)-5′,6′-dihydrospiro[piperidine-4,7′-pyrrolo[3,2-c]pyridin]-4′(1′H)-one), TFA-salt. RXN SMILES: Cl[C:2]1[N:7]=[C:6]([C:8]2[NH:16][C:15]3[C:14]4([CH2:21][CH2:20][N:19](C(OC(C)(C)C)=O)[CH2:18][CH2:17]4)[CH2:13][N:12](CC4C=CC(OC)=CC=4)[C:11](=[O:38])[C:10]=3[CH:9]=2)[CH:5]=[CH:4][N:3]=1.C([Sn](CCCC)(CCCC)[C:44]1[S:45][CH:46]=[CH:47][N:48]=1)CCC>>[S:45]1[CH:46]=[CH:47][N:48]=[C:44]1[C:2]1[N:7]=[C:6]([C:8]2[NH:16][C:15]3[C:14]4([CH2:21][CH2:20][NH:19][CH2:18][CH2:17]4)[CH2:13][NH:12][C:11](=[O:38])[C:10]=3[CH:9]=2)[CH:5]=[CH:4][N:3]=1. Procedure: The title compound was prepared following the general procedure reported for Example 9—1 using A5 and 2-(tributylstannyl)thiazole, purified by semi-preparative HPLC (Method A) and was isolated as TFA-salt. 1H NMR (400 MHz, DMSO-D6, 300K): δ=1.90 (2H, d, J=14.1 Hz), 2.27 (2H, dt, J1=4.3 Hz, J2=14.4 Hz), 3.12 (2H, q, J=11.7 Hz), 3.30 (2H, s), 3.52 (2H, d, J=2.3), 7.36 (1H, d, J=1.9 Hz), 7.44 (1H, br s), 7.92 (1H, d, J=5.5 Hz), 8.01 (1H, d, J=3.1 Hz), 8.10 (1H, d, J=3.1 Hz), 8.26 (1H, br d, J=10.2 ... The reactants are CN1C=C(C2=CC=CC=C12)C=1C(NC(C1C1=CN(C2=CC=CC=C12)CCCNC(=C[N+](=O)[O-])SC)=O)=O (3-(1-methyl-3-indolyl)-4-[1-[3-[[1-(methylthio)-2-nitrovinyl]amino]propyl]-3-indolyl]-1H-pyrrole-2,5-dione), saturated solution, N (ammonia). Solvent: C(C)O (ethanol), C(C)O (ethanol). Run at temperature 80 celsius. Product: NC(=C[N+](=O)[O-])NCCCN1C=C(C2=CC=CC=C12)C=1C(NC(C1C1=CN(C2=CC=CC=C12)C)=O)=O (3-[1-[3-(1-amino-2-nitrovinylamino)propyl]-3-indolyl]-4-(1-methyl-3-indolyl)-1H-pyrrole-2,5-dione). RXN SMILES: [CH3:1][N:2]1[C:10]2[C:5](=[CH:6][CH:7]=[CH:8][CH:9]=2)[C:4]([C:11]2[C:12](=[O:37])[NH:13][C:14](=[O:36])[C:15]=2[C:16]2[C:24]3[C:19](=[CH:20][CH:21]=[CH:22][CH:23]=3)[N:18]([CH2:25][CH2:26][CH2:27][NH:28][C:29](SC)=[CH:30][N+:31]([O-:33])=[O:32])[CH:17]=2)=[CH:3]1.[NH3:38]>C(O)C>[NH2:38][C:29]([NH:28][CH2:27][CH2:26][CH2:25][N:18]1[C:19]2[C:24](=[CH:23][CH:22]=[CH:21][CH:20]=2)[C:16]([C:15]2[C:14](=[O:36])[NH:13][C:12](=[O:37])[C:11]=2[C:4]2[C:5]3[C:10](=[CH:9][CH:8]=[CH:7][CH:6]=3)[N:2]([CH3:1])[CH:3]=2)=[CH:17]1)=[CH:30][N+:31]([O-:33])=[O:32]. Reported procedure: A solution of 128 mg of the product of Example 51 in 30 ml of ethanol was treated with 10 ml of a saturated solution of ammonia in ethanol and the mixture was heated at 80° C. for 3 hours. The solvent was removed under reduced pressure and the residue was chromatographed on silica gel with 10% methanol in dichloromethane to give 39 mg of 3-[1-[3-(1-amino-2-nitrovinylamino)propyl]-3-indolyl]-4-(1-methyl-3-indolyl)-1H-pyrrole-2,5-dione, m.p. 206°-209° C. (decomposition). Starting materials: CN(/C=C/C(=O)C1=NN(C=CC1=O)C1=CC(=CC=C1)OC(F)(F)F)C (3-((E)-3-Dimethylamino-acryloyl)-1-(3-trifluoromethoxy-phenyl)-1H-pyridazin-4-one), CS(=O)(=O)C=1C=C(C=CC1)NN ((3-methanesulfonyl-phenyl)-hydrazine). Yields the product CS(=O)(=O)C=1C=C(C=CC1)N1N=CC=C1C1=NN(C=CC1=O)C1=CC(=CC=C1)OC(F)(F)F (3-[2-(3-Methanesulfonyl-phenyl)-2H-pyrazol-3-yl]-1-(3-trifluoromethoxy-phenyl)-1H-pyridazin-4-one). Reaction SMILES: C[N:2](C)/[CH:3]=[CH:4]/[C:5]([C:7]1[C:12](=[O:13])[CH:11]=[CH:10][N:9]([C:14]2[CH:19]=[CH:18][CH:17]=[C:16]([O:20][C:21]([F:24])([F:23])[F:22])[CH:15]=2)[N:8]=1)=O.[CH3:26][S:27]([C:30]1[CH:31]=[C:32]([NH:36]N)[CH:33]=[CH:34][CH:35]=1)(=[O:29])=[O:28]>>[CH3:26][S:27]([C:30]1[CH:31]=[C:32]([N:36]2[C:5]([C:7]3[C:12](=[O:13])[CH:11]=[CH:10][N:9]([C:14]4[CH:19]=[CH:18][CH:17]=[C:16]([O:20][C:21]([F:24])([F:23])[F:22])[CH:15]=4)[N:8]=3)=[CH:4][CH:3]=[N:2]2)[CH:33]=[CH:34][CH:35]=1)(=[O:28])=[O:29]. Procedure details: The product was obtained starting from 3-((E)-3-Dimethylamino-acryloyl)-1-(3-trifluoromethoxy-phenyl)-1H-pyridazin-4-one (A-6) and (3-methanesulfonyl-phenyl)-hydrazine according to the method described for example 43. MS: M=477.2 (M+H)+ Reactants: ClC1=C(CN)C=CC(=C1)C#N (2-Chloro-4-cyano-benzylamine), C(C)OC=1C(C(C1N[C@@H](C(C)(C)C)C)=O)=O ((R)-3-ethoxy-4-(1,2,2-trimethyl-propylamino)-cyclobut-3-ene-1,2-dione). Solvent: C(C)O (ethanol), C(C)OCC (diethyl ether). Yields the product ClC=1C=C(C#N)C=CC1CNC1=C(C(C1=O)=O)N[C@@H](C(C)(C)C)C ((R)-3-chloro-4-{[3,4-dioxo-2-(1,2,2-trimethyl-propylamino)-cyclobut-1-enylamino]-methyl]-benzonitrile). Isolated yield 78.7%. Reaction SMILES: [Cl:1][C:2]1[CH:9]=[C:8]([C:10]#[N:11])[CH:7]=[CH:6][C:3]=1[CH2:4][NH2:5].C([O:14][C:15]1[C:16](=[O:27])[C:17](=O)[C:18]=1[NH:19][C@H:20]([CH3:25])[C:21]([CH3:24])([CH3:23])[CH3:22])C>C(O)C.C(OCC)C>[Cl:1][C:2]1[CH:9]=[C:8]([CH:7]=[CH:6][C:3]=1[CH2:4][NH:5][C:17]1[C:16](=[O:27])[C:15](=[O:14])[C:18]=1[NH:19][C@H:20]([CH3:25])[C:21]([CH3:24])([CH3:23])[CH3:22])[C:10]#[N:11]. Procedure details: 2-Chloro-4-cyano-benzylamine (0.30 g, 1.80 mmol, Example 2, Step 3) and (R)-3-ethoxy-4-(1,2,2-trimethyl-propylamino)-cyclobut-3-ene-1,2-dione (0.406 g, 1.80 mmol) were stirred in ethanol (10 mL) at 70° C. for 18 hours. The reaction was cooled and diluted with diethyl ether. Filtration afforded 0.49 g (79%) of (R)-3-chloro-4-{[3,4-dioxo-2-(1,2,2-trimethyl-propylamino)-cyclobut-1-enylamino]-methyl]-benzonitrile which was collected as a white solid: mp 237°-241° C.; [α]25D =+27.30° (10.99 mg/mL, DM... Starting materials: CC(C)(N)c1ccccc1, CCOC(=O)n1nc(NC(=O)c2ccccc2[N+](=O)[O-])c2cc(C(=O)O)sc21, Cc1ccccc1, CCN(C(C)C)C(C)C, ClCCl, O=S(Cl)Cl. Product: CCOC(=O)n1nc(NC(=O)c2ccccc2[N+](=O)[O-])c2cc(C(=O)NC(C)(C)c3ccccc3)sc21. Reaction SMILES: [C:33]([CH3:34])([CH3:35])([c:36]1[cH:37][cH:38][cH:39][cH:40][cH:41]1)[NH2:42].[CH2:1]([CH3:2])[O:3][C:4](=[O:5])[n:6]1[n:7][c:8]([NH:17][C:18]([c:19]2[c:20]([N+:25](=[O:26])[O-:27])[cH:21][cH:22][cH:23][cH:24]2)=[O:28])[c:9]2[c:10]1[s:11][c:12]([C:14](=[O:15])[OH:16])[cH:13]2.[CH3:52][c:53]1[cH:54][cH:55][cH:56][cH:57][cH:58]1.[CH:43]([N:44]([CH2:45][CH3:46])[CH:47]([CH3:48])[CH3:49])([CH3:50])[CH3:51].[Cl:59][CH2:60][Cl:61].[S:29]([Cl:30])([Cl:31])=[O:32]>>[CH2:1]([CH3:2])[O:3][C:4](=[O:5])[n:6]1[n:7][c:8]([NH:17][C:18]([c:19]2[c:20]([N+:25](=[O:26])[O-:27])[cH:21][cH:22][cH:23][cH:24]2)=[O:28])[c:9]2[c:10]1[s:11][c:12]([C:14](=[O:15])[NH:42][C:33]([CH3:34])([CH3:35])[c:36]1[cH:37][cH:38][cH:39][cH:40][cH:41]1)[cH:13]2. The reactants are CC(C)(C)NS(=O)(=O)c1cccc(-c2cccc(-c3nc(-c4ccc(Cl)cc4Cl)cc(C(F)(F)F)n3)c2)c1, ClCCl, O=C(O)C(F)(F)F. The product is NS(=O)(=O)c1cccc(-c2cccc(-c3nc(-c4ccc(Cl)cc4Cl)cc(C(F)(F)F)n3)c2)c1. Reaction SMILES: [C:1]([CH3:2])([CH3:3])([CH3:4])[NH:5][S:6](=[O:7])(=[O:8])[c:9]1[cH:10][c:11](-[c:15]2[cH:16][c:17](-[c:21]3[n:22][c:23]([C:35]([F:36])([F:37])[F:38])[cH:24][c:25](-[c:27]4[c:28]([Cl:34])[cH:29][c:30]([Cl:33])[cH:31][cH:32]4)[n:26]3)[cH:18][cH:19][cH:20]2)[cH:12][cH:13][cH:14]1.[Cl:46][CH2:47][Cl:48].[F:39][C:40]([F:41])([F:42])[C:43]([OH:44])=[O:45]>>[NH2:5][S:6](=[O:7])(=[O:8])[c:9]1[cH:10][c:11](-[c:15]2[cH:16][c:17](-[c:21]3[n:22][c:23]([C:35]([F:36])([F:37])[F:38])[cH:24][c:25](-[c:27]4[c:28]([Cl:34])[cH:29][c:30]([Cl:33])[cH:31][cH:32]4)[n:26]3)[cH:18][cH:19][cH:20]2)[cH:12][cH:13][cH:14]1. Reactants: C(C#C)N1N=CC=C1 (1-Propargylpyrazole), C(C)(C)NC(C)C (diisopropylamine), IC1=CC=C(C=C1)\C(=C/COC1=CC(=C(OCC(=O)OC)C=C1)C)\C1=CC=C(C=C1)SC (methyl (Z)-[4-[3-(4-iodophenyl)-3-(4-methylsulfanylphenyl)allyloxy]-2-methylphenoxy]acetate). Reagents/catalysts: [Cu]I (copper(I) iodide), Cl[Pd]([P](C1=CC=CC=C1)(C2=CC=CC=C2)C3=CC=CC=C3)([P](C4=CC=CC=C4)(C5=CC=CC=C5)C6=CC=CC=C6)Cl (bis(triphenylphosphine)palladium(II) dichloride). Run in O1CCCC1 (tetrahydrofuran). Conditions: time 20 hour. The product is CC1=C(OCC(=O)OC)C=CC(=C1)OC\C=C(/C1=CC=C(C=C1)C#CCN1N=CC=C1)\C1=CC=C(C=C1)SC (methyl (E)-[2-methyl-4-[3-(4-methylsulfanyl phenyl)-3-[4-[3-(pyrazol-1-yl)propynyl]phenyl]allyloxy]-phenoxy]acetate). Reaction SMILES: [CH2:1]([N:4]1[CH:8]=[CH:7][CH:6]=[N:5]1)[C:2]#[CH:3].C(NC(C)C)(C)C.I[C:17]1[CH:22]=[CH:21][C:20](/[C:23](/[C:40]2[CH:45]=[CH:44][C:43]([S:46][CH3:47])=[CH:42][CH:41]=2)=[CH:24]\[CH2:25][O:26][C:27]2[CH:38]=[CH:37][C:30]([O:31][CH2:32][C:33]([O:35][CH3:36])=[O:34])=[C:29]([CH3:39])[CH:28]=2)=[CH:19][CH:18]=1>O1CCCC1.[Cu]I.Cl[Pd](Cl)([P](C1C=CC=CC=1)(C1C=CC=CC=1)C1C=CC=CC=1)[P](C1C=CC=CC=1)(C1C=CC=CC=1)C1C=CC=CC=1>[CH3:39][C:29]1[CH:28]=[C:27]([O:26][CH2:25]/[CH:24]=[C:23](/[C:40]2[CH:45]=[CH:44][C:43]([S:46][CH3:47])=[CH:42][CH:41]=2)\[C:20]2[CH:21]=[CH:22][C:17]([C:3]#[C:2][CH2:1][N:4]3[CH:8]=[CH:7][CH:6]=[N:5]3)=[CH:18][CH:19]=2)[CH:38]=[CH:37][C:30]=1[O:31][CH2:32][C:33]([O:35][CH3:36])=[O:34] |^1:57,76|. Procedure details: 1-Propargylpyrazole (0.530 g, 5.0 mmol) and diisopropylamine (1.6 mL, 11.7 mmol) were added to a solution of methyl (Z)-[4-[3-(4-iodophenyl)-3-(4-methylsulfanylphenyl)allyloxy]-2-methylphenoxy]acetate (1.40 g, 2.5 mmol; prepared as described in example 40) in tetrahydrofuran (35 mL). The mixture was degassed and copper(I) iodide (38.0 mg, 0.2 mmol) and bis(triphenylphosphine)palladium(II) dichloride (87.5 mg, 0.12 mmol) were added. The reaction mixture was stirred at ambient temperature for 20 h... The reactants are COC(CC1=CN=CN1CC1=CC=C(C=C1)C#N)=O ([1-(4-cyanobenzyl)-1H-imidazol-5-yl]acetic acid methyl ester), [BH4-].[Na+] (sodium borohydride), CO (methanol). Run at temperature 0 celsius, time 1 hour. Product: C(#N)C1=CC=C(CN2C=NC=C2C(C)O)C=C1 ((1-(4-Cyanobenzyl)-1H-imidazol-5-yl)-ethanol). RXN SMILES: CO[C:3](=O)[CH2:4][C:5]1[N:9]([CH2:10][C:11]2[CH:16]=[CH:15][C:14]([C:17]#[N:18])=[CH:13][CH:12]=2)[CH:8]=[N:7][CH:6]=1.[BH4-].[Na+].C[OH:23]>>[C:17]([C:14]1[CH:15]=[CH:16][C:11]([CH2:10][N:9]2[C:5]([CH:4]([OH:23])[CH3:3])=[CH:6][N:7]=[CH:8]2)=[CH:12][CH:13]=1)#[N:18] |f:1.2|. Procedure: To a stirred solution of the ester from Example 1, step C, (1.50 g, 5.88 mmol), in methanol (20 ml) at 0° C., was added sodium borohydride (1.0 g, 26.3 mmol) portionwise over 5 minutes. The reaction was stirred at 0° C. for 1 hr and then at room temperature for an additional 1 hr. The reaction was quenched by the addition of sat.NH4Cl solution and the methanol was evaporated in vacuo. The residue was partitioned between EtOAc and sat NaHCO3 solution and the organic extracts dried (MgSO4), and ev... Starting materials: C(C)OC(CC=1N=C(SC1)C1=C(C=CC=C1)O)=O (2-(2-Hydroxyphenyl)-4-thiazoleacetic Acid Ethyl Ester), [Li+].[Br-] (LiBr), OC1=C(C(=CC=C1)O)C(N)=S (2,6-Dihydroxybenzenecarbothioamide), ClCC(CC(=O)OCC)=O (ethyl 4-chloroacetoacetate). The solvent is C1CCOC1 (THF). Yields the product C(C)OC(CC=1N=C(SC1)C1=C(C=CC=C1O)O)=O (2-(2,6-Dihydroxyphenyl)-4-thiazoleacetic Acid Ethyl Ester). Isolated yield 69.0%. RXN SMILES: [CH2:1]([O:3][C:4](=[O:18])[CH2:5][C:6]1[N:7]=[C:8]([C:11]2[CH:16]=[CH:15][CH:14]=[CH:13][C:12]=2[OH:17])[S:9][CH:10]=1)[CH3:2].[OH:19]C1C=CC=C(O)C=1C(=S)N.ClCC(=O)CC(OCC)=O.[Li+].[Br-]>C1COCC1>[CH2:1]([O:3][C:4](=[O:18])[CH2:5][C:6]1[N:7]=[C:8]([C:11]2[C:16]([OH:19])=[CH:15][CH:14]=[CH:13][C:12]=2[OH:17])[S:9][CH:10]=1)[CH3:2] |f:3.4|. Procedure details: The procedure used for the preparation of 4a was repeated with 2,6-dihydroxybenzenecarbothioamide 3b (1.02 g, 6.04 mmol), ethyl 4-chloroacetoacetate (1.99 g, 12.1 mmol), and LiBr (525 mg, 6.04 mmol) in dry THF (15 mL) to give 4b (1.16 g, 69%) as a white solid after chromatographic purification on silica gel (gradient EtOAc/CH2Cl2 : 0-12%) and recrystallization from EtOAc/hexane. mp 152.5°-154.0° C.; IR (KBr) 3256 (br), 1742, 1460, 1157 cm-1 ; 1H NMR (DMSO-d6) δ1.17 (3H, t, J=7.2 Hz, CH3), 3.88 (...